Dataset: the Open Reaction Database (ORD), a public repository of structured organic reaction records. Task: describe an organic reaction: reactants, conditions, products, and yield Starting materials: CC1(CC=C(C=2C=CC(=CC12)C#CC1=CC=C(C(=O)O)C=C1)C1=CC=CC=C1)C (4-[(7,8-dihydro-8,8-dimethyl-5-phenylnaphth-2-yl)ethynyl]benzoic acid), CC1(CC=C(C=2C=CC(=CC12)C#CC1=CC=C(C(=O)O)C=C1)C1=CC=CC=C1)C (4-[(7,8-dihydro-8,8-dimethyl-5-phenylnaphth-2-yl)ethynyl]benzoic acid), CC=1C=2C=CC(=CC2C(CC1)(C)C)C#CC1=CC=C(C(=O)OCC)C=C1 (ethyl 4-[(7,8-dihydro-5,8,8-trimethylnaphth-2-yl)ethynyl]benzoate), CC=1C=2C=CC(=CC2C(CC1)(C)C)C#CC1=CC=C(C(=O)OCC)C=C1 (ethyl 4-[(7,8-dihydro-5,8,8-trimethylnaphth-2-yl)ethynyl]benzoate). Product: CC=1C=2C=CC(=CC2C(CC1)(C)C)C#CC1=CC=C(C(=O)O)C=C1 (4-[(7,8-dihydro-5,8,8-trimethylnaphth-2-yl)ethynyl]benzoic acid). Reaction SMILES: [CH3:1][C:2]1([CH3:29])[C:11]2[CH:10]=[C:9]([C:12]#[C:13][C:14]3[CH:22]=[CH:21][C:17]([C:18]([OH:20])=[O:19])=[CH:16][CH:15]=3)[CH:8]=[CH:7][C:6]=2[C:5]([C:23]2C=CC=CC=2)=[CH:4][CH2:3]1.CC1C2C=CC(C#CC3C=CC(C(OCC)=O)=CC=3)=CC=2C(C)(C)CC=1>>[CH3:23][C:5]1[C:6]2[CH:7]=[CH:8][C:9]([C:12]#[C:13][C:14]3[CH:22]=[CH:21][C:17]([C:18]([OH:20])=[O:19])=[CH:16][CH:15]=3)=[CH:10][C:11]=2[C:2]([CH3:1])([CH3:29])[CH2:3][CH:4]=1. Reported procedure: Employing the same general procedure as for the preparation of 4-[(7,8-dihydro-8,8-dimethyl-5-phenylnaphth-2-yl)ethynyl]benzoic acid (Compound 97), 37 mg (0.11 mmol) of ethyl 4-[(7,8-dihydro-5,8,8-trimethylnaphth-2-yl)ethynyl]benzoate (Compound 95) was converted to the title compound (white solid) using 23 mg (1.1 ml, 0.54 mmol) of LiOH (0.5M aqueous solution). Reactants: CN(C)CCN, O=Cc1ccccc1, c1ccccc1. Yields the product CN(C)CCN=Cc1ccccc1. Reaction SMILES: [CH3:1][N:2]([CH2:3][CH2:4][NH2:5])[CH3:6].[CH:7](=[O:8])[c:9]1[cH:10][cH:11][cH:12][cH:13][cH:14]1.[cH:15]1[cH:16][cH:17][cH:18][cH:19][cH:20]1>>[CH3:1][N:2]([CH2:3][CH2:4][N:5]=[CH:7][c:9]1[cH:10][cH:11][cH:12][cH:13][cH:14]1)[CH3:6]. Starting materials: CC(=O)[O-], CC(=O)[O-], NC(=S)Nc1ccccc1-c1ccc(F)cc1, [K+], [OH-], O, O, O, O, [Pb+2]. Yields the product N#CNc1ccccc1-c1ccc(F)cc1. As a reaction SMILES: [C:21]([O-:22])(=[O:23])[CH3:24].[C:26]([O-:27])(=[O:28])[CH3:29].[F:1][c:2]1[cH:3][cH:4][c:5](-[c:8]2[c:9]([NH:14][C:15](=[S:16])[NH2:17])[cH:10][cH:11][cH:12][cH:13]2)[cH:6][cH:7]1.[K+:31].[OH-:30].[OH2:18].[OH2:19].[OH2:20].[OH2:32].[Pb+2:25]>>[F:1][c:2]1[cH:3][cH:4][c:5](-[c:8]2[c:9]([NH:14][C:15]#[N:17])[cH:10][cH:11][cH:12][cH:13]2)[cH:6][cH:7]1. The reactants are C[SiH](C)OC(c1ccc(Br)nc1)C(C)(C)C, C1CCOC1, [Li]CCCC, CON(C)C(=O)CC(C)C. Product: CC(C)CC(=O)c1ccc(C(O[SiH](C)C)C(C)(C)C)cn1. Reaction SMILES: [Br:1][c:2]1[n:3][cH:4][c:5]([CH:8]([O:9][SiH:10]([CH3:11])[CH3:12])[C:13]([CH3:14])([CH3:15])[CH3:16])[cH:6][cH:7]1.[CH2:32]1[O:33][CH2:34][CH2:35][CH2:36]1.[CH3:17][CH2:18][CH2:19][CH2:20][Li:21].[CH3:22][O:23][N:24]([C:25]([CH2:26][CH:27]([CH3:28])[CH3:29])=[O:30])[CH3:31]>>[c:2]1([C:25]([CH2:26][CH:27]([CH3:28])[CH3:29])=[O:30])[n:3][cH:4][c:5]([CH:8]([O:9][SiH:10]([CH3:11])[CH3:12])[C:13]([CH3:14])([CH3:15])[CH3:16])[cH:6][cH:7]1. Product: Clc1ccnc2cc(-c3ccncc3)sc12. Reactants: CCCC[Sn](CCCC)(CCCC)c1ccncc1, Clc1ccnc2cc(I)sc12, CN(C)C=O. RXN SMILES: [CH2:1]([Sn:2]([CH2:3][CH2:4][CH2:5][CH3:12])([c:6]1[cH:7][cH:8][n:9][cH:10][cH:11]1)[CH2:13][CH2:14][CH2:15][CH3:16])[CH2:17][CH2:18][CH3:19].[Cl:20][c:21]1[c:22]2[c:23]([n:24][cH:25][cH:26]1)[cH:27][c:28]([I:30])[s:29]2.[O:31]=[CH:32][N:33]([CH3:34])[CH3:35]>>[c:6]1(-[c:28]2[cH:27][c:23]3[c:22]([c:21]([Cl:20])[cH:26][cH:25][n:24]3)[s:29]2)[cH:7][cH:8][n:9][cH:10][cH:11]1. Yields the product CCCCNC1NC(=O)N(c2ccc(O)cc2)C(=O)N1. Reaction SMILES: [BrH:22].[CH3:1][O:2][c:3]1[cH:4][cH:5][c:6]([N:9]2[C:10](=[O:21])[NH:11][CH:12]([NH:16][CH2:17][CH2:18][CH2:19][CH3:20])[NH:13][C:14]2=[O:15])[cH:7][cH:8]1.[Na+:24].[OH-:23].[OH2:25]>>[OH:2][c:3]1[cH:4][cH:5][c:6]([N:9]2[C:10](=[O:21])[NH:11][CH:12]([NH:16][CH2:17][CH2:18][CH2:19][CH3:20])[NH:13][C:14]2=[O:15])[cH:7][cH:8]1. The reactants are Br, CCCCNC1NC(=O)N(c2ccc(OC)cc2)C(=O)N1, [Na+], [OH-], O. Starting materials: C(C)(C)(C)OC(=O)N1CCC(CC1)C=1SC(=C(N1)C)COC1=CC(=C(C=C1)C#N)Cl (4-[5-(3-Chloro-4-cyano-phenoxymethyl)-4-methyl-thiazol-2-yl]-piperidine-1-carboxylic acid tert-butyl ester), FC(C(=O)O)(F)F (trifluoroacetic acid), C(C)(C)(C)OC(=O)N1CCC(CC1)C=1SC(=C(N1)C)CCl (4-(5-Chloromethyl-4-methyl-thiazol-2-yl)-piperidine-1-carboxylic acid tert-butyl ester), ClC1=C(C#N)C=CC(=C1)O (2-Chloro-4-hydroxy-benzonitrile). Solvent: ClCCl (dichloromethane). Conditions: time 1 hour. Product: ClC1=C(C#N)C=CC(=C1)OCC1=C(N=C(S1)C1CCNCC1)C (2-Chloro-4-(4-methyl-2-piperidin-4-yl-thiazol-5-ylmethoxy)-benzonitrile). The yield is 100.2%. Reaction SMILES: C(OC([N:8]1[CH2:13][CH2:12][CH:11]([C:14]2[S:15][C:16]([CH2:20][O:21][C:22]3[CH:27]=[CH:26][C:25]([C:28]#[N:29])=[C:24]([Cl:30])[CH:23]=3)=[C:17]([CH3:19])[N:18]=2)[CH2:10][CH2:9]1)=O)(C)(C)C.C(OC(N1CCC(C2SC(CCl)=C(C)N=2)CC1)=O)(C)(C)C.ClC1C=C(O)C=CC=1C#N.FC(F)(F)C(O)=O>ClCCl>[Cl:30][C:24]1[CH:23]=[C:22]([O:21][CH2:20][C:16]2[S:15][C:14]([CH:11]3[CH2:12][CH2:13][NH:8][CH2:9][CH2:10]3)=[N:18][C:17]=2[CH3:19])[CH:27]=[CH:26][C:25]=1[C:28]#[N:29]. Procedure: 4.5 g 4-[5-(3-Chloro-4-cyano-phenoxymethyl)-4-methyl-thiazol-2-yl]-piperidine-1-carboxylic acid tert-butyl ester (derived from 4-(5-Chloromethyl-4-methyl-thiazol-2-yl)-piperidine-1-carboxylic acid tert-butyl ester and commercially available 2-Chloro-4-hydroxy-benzonitrile according to the method described in Example 1) was dissolved in 100 ml dichloromethane. 20 ml trifluoroacetic acid were added and the reaction mixture stirred at room temperature for one hour. The solvent was removed in vacuo ... As a reaction SMILES: [Br:1][CH2:2][C:3](=[O:4])[NH:5][c:6]1[cH:7][cH:8][c:9]([O:10][CH2:11][C:12](=[O:13])[NH:14][CH:15]([CH2:16][C:17]([NH2:18])=[O:19])[C:20](=[O:21])[NH:22][CH:23]([CH:24]([C:25](=[O:26])[N:27]2[CH:28]([C:29](=[O:30])[NH:31][C:32]([CH3:33])([CH3:34])[CH3:35])[CH2:36][CH2:37][CH2:38]2)[OH:39])[CH2:40][c:41]2[cH:42][cH:43][cH:44][cH:45][cH:46]2)[cH:47][cH:48]1.[CH2:49]1[CH2:50][O:51][CH2:52][CH2:53][NH:54]1>>[CH2:2]([C:3](=[O:4])[NH:5][c:6]1[cH:7][cH:8][c:9]([O:10][CH2:11][C:12](=[O:13])[NH:14][CH:15]([CH2:16][C:17]([NH2:18])=[O:19])[C:20](=[O:21])[NH:22][CH:23]([CH:24]([C:25](=[O:26])[N:27]2[CH:28]([C:29](=[O:30])[NH:31][C:32]([CH3:33])([CH3:34])[CH3:35])[CH2:36][CH2:37][CH2:38]2)[OH:39])[CH2:40][c:41]2[cH:42][cH:43][cH:44][cH:45][cH:46]2)[cH:47][cH:48]1)[N:54]1[CH2:49][CH2:50][O:51][CH2:52][CH2:53]1. Product: CC(C)(C)NC(=O)C1CCCN1C(=O)C(O)C(Cc1ccccc1)NC(=O)C(CC(N)=O)NC(=O)COc1ccc(NC(=O)CN2CCOCC2)cc1. The reactants are CC(C)(C)NC(=O)C1CCCN1C(=O)C(O)C(Cc1ccccc1)NC(=O)C(CC(N)=O)NC(=O)COc1ccc(NC(=O)CBr)cc1, C1COCCN1. The reactants are FC1=C(C(=O)NC2=CC(=CC=C2)C2=NN3C(C=CC=C3)=C2C2=NC(=NC=C2)NC2=CC(=CC=C2)CN(C(C(F)(F)F)=O)C)C(=CC=C1)F (2,6-difluoro-N-[3-(3-{2-[(3-{[methyl(trifluoroacetyl)amino]-methyl}phenyl)amino]-4-pyrimidinyl}pyrazolo[1,5-a]pyridin-2-yl)phenyl]benzamide), O[Li].O (LiOH.H2O). Run in C1CCOC1 (THF), O (water), C(Cl)Cl (DCM). Run at temperature 50 celsius. The product is FC1=C(C(=O)NC2=CC(=CC=C2)C2=NN3C(C=CC=C3)=C2C2=NC(=NC=C2)NC2=CC(=CC=C2)CNC)C(=CC=C1)F (2,6-Difluoro-N-(3-{3-[2-({3-[(methylamino)methyl]phenyl}amino)-4-pyrimidinyl]pyrazolo[1,5-a]pyridin-2-yl}phenyl)benzamide). Yield: 45.5%. RXN SMILES: [F:1][C:2]1[CH:47]=[CH:46][CH:45]=[C:44]([F:48])[C:3]=1[C:4]([NH:6][C:7]1[CH:12]=[CH:11][CH:10]=[C:9]([C:13]2[C:21]([C:22]3[CH:27]=[CH:26][N:25]=[C:24]([NH:28][C:29]4[CH:34]=[CH:33][CH:32]=[C:31]([CH2:35][N:36](C)[C:37](=O)C(F)(F)F)[CH:30]=4)[N:23]=3)=[C:16]3[CH:17]=[CH:18][CH:19]=[CH:20][N:15]3[N:14]=2)[CH:8]=1)=[O:5].O[Li].O>C1COCC1.O.C(Cl)Cl>[F:1][C:2]1[CH:47]=[CH:46][CH:45]=[C:44]([F:48])[C:3]=1[C:4]([NH:6][C:7]1[CH:12]=[CH:11][CH:10]=[C:9]([C:13]2[C:21]([C:22]3[CH:27]=[CH:26][N:25]=[C:24]([NH:28][C:29]4[CH:34]=[CH:33][CH:32]=[C:31]([CH2:35][NH:36][CH3:37])[CH:30]=4)[N:23]=3)=[C:16]3[CH:17]=[CH:18][CH:19]=[CH:20][N:15]3[N:14]=2)[CH:8]=1)=[O:5] |f:1.2|. Reported procedure: To a solution of 2,6-difluoro-N-[3-(3-{2-[(3-{[methyl(trifluoroacetyl)amino]-methyl}phenyl)amino]-4-pyrimidinyl}pyrazolo[1,5-a]pyridin-2-yl)phenyl]benzamide (70 mg, 0.11 mmol) in THF (3 mL) and water (0.5 mL) was added LiOH.H2O (10 mg, 0.21 mmol). The solution was stirred at 50° C. for two h, then diluted with 25 mL DCM and washed with 1 M aqueous Na2CO3. The aqueous layer was extracted with DCM, and the combined organic layers were dried over Na2SO4, filtered, and concentrated. The crude produc...